From a dataset of the Open Reaction Database (ORD), a public repository of structured organic reaction records. describe an organic reaction: reactants, conditions, products, and yield The reactants are CN(C)P(=O)(N(C)C)N(C)C (hexamethylphosphorotriamide), O (water), ClCCCSCC=1C=NC=CC1 (pyrid-3-yl-methyl 3-chloropropyl sulphide), CC(C)([O-])C.[K+] (potassium tert.-butoxide). The solvent is O1CCCC1 (tetrahydrofuran), C(C)OCC (diethyl ether), O1CCCC1 (tetrahydrofuran). Conditions: temperature 20 celsius, time 1 hour. Product: N1=CC(=CC=C1)C1SCCC1 (2-(Pyrid-3-yl)-tetrahydrothiophen). Yield: 62.1%. RXN SMILES: Cl[CH2:2][CH2:3][CH2:4][S:5][CH2:6][C:7]1[CH:8]=[N:9][CH:10]=[CH:11][CH:12]=1.CC(C)([O-])C.[K+].CN(P(N(C)C)(N(C)C)=O)C.O>O1CCCC1.C(OCC)C>[N:9]1[CH:10]=[CH:11][CH:12]=[C:7]([CH:6]2[CH2:2][CH2:3][CH2:4][S:5]2)[CH:8]=1 |f:1.2|. Reported procedure: A solution of pyrid-3-yl-methyl 3-chloropropyl sulphide (59 g) in anhydrous tetrahydrofuran (75 cc) is added dropwise, in the course of 15 minutes and whilst keeping the temperature below 32° C. to a solution of potassium tert.-butoxide (50.8 g) in a mixture of anhydrous hexamethylphosphorotriamide (77 cc) and anhydrous tetrahydrofuran (410 cc). After stirring for 1 hour at a temperature of about 20° C. the reaction mixture is added to a mixture of distilled water (750 cc) and diethyl ether (420...